This data is from the Open Reaction Database (ORD), a public repository of structured organic reaction records. The task is: describe an organic reaction: reactants, conditions, products, and yield Reactants: N1=C(Cl)N=C(Cl)N=C1Cl (cyanuric chloride), C[S-].[Na+] (sodium methyl mercaptide), C[S-].[Na+] (sodium methyl mercaptide). Run in C1(=CC=CC=C1)C (toluene). The product is CSC1=NC(=NC(=N1)Cl)Cl (2-methylmercapto-4,6-dichloro-s-triazine). Yield: 90.0%. As a reaction SMILES: [N:1]1[C:8]([Cl:9])=[N:7][C:5]([Cl:6])=[N:4][C:2]=1Cl.[CH3:10][S-:11].[Na+]>C1(C)C=CC=CC=1>[CH3:10][S:11][C:2]1[N:4]=[C:5]([Cl:6])[N:7]=[C:8]([Cl:9])[N:1]=1 |f:1.2|. Procedure: In a comparison experiment there were present in a 2 liter multinecked flask 184.4 grams of cyanuric chloride dissolved in 760 grams of toluene and there were dropped in at about 40°-50° C. in the course of 1 hour 252 ml of an aqueous sodium methyl mercaptide solution which contained 70.1 grams of sodium methyl mercaptide. From the organic phase there could be isolated about 90% of 2-methylmercapto-4,6-dichloro-s-triazine. The content of 2,4-dimethylmercapto-6-chloro-s-triazine was about 10%. Starting materials: S(O)(O)(=O)=O (Sulfuric acid), C(C)C1=C(C(=O)OC)C=CC(=C1)C (methyl 2-ethyl-4-methylbenzoate), C(C)C1=C(C(=O)OC)C=CC(=C1)C (methyl 2-ethyl-4-methylbenzoate), NaIO4, II (I2). Solvent: CC(=O)O (AcOH). Run at temperature 110 celsius, time 12 hour. Yields the product C(C)C1=C(C(=O)OC)C=C(C(=C1)C)I (Methyl 2-ethyl-5-iodo-4-methylbenzoate). Reaction SMILES: [CH2:1]([C:3]1[CH:12]=[C:11]([CH3:13])[CH:10]=[CH:9][C:4]=1[C:5]([O:7][CH3:8])=[O:6])[CH3:2].[I:14]I.S(=O)(=O)(O)O>CC(O)=O>[CH2:1]([C:3]1[CH:12]=[C:11]([CH3:13])[C:10]([I:14])=[CH:9][C:4]=1[C:5]([O:7][CH3:8])=[O:6])[CH3:2]. Reported procedure: To a round-bottom flask was added a solution of methyl 2-ethyl-4-methylbenzoate (compound 48.1, 12.5 g, 70.1 mmol, 1.00 equiv) in AcOH (100 mL). NaIO4 (7.51 g, 35.1 mmol, 0.50 equiv) and I2 (21.4 g, 84.3 mmol, 1.20 equiv) were added in portions at 25° C. Sulfuric acid (1.60 g, 16.3 mmol, 0.20 equiv) was then added to the reaction mixture dropwise at 25° C. The resulting solution was stirred for 12 h at 110° C. in an oil bath, and then cooled to ambient temperature. The reaction was quenched with... Starting materials: ClCC=1N=C(OC1C)C=1OC=CC1 (4-chloromethyl-2-(2-furyl)-5-methyl-1,3-oxazole), C(C)OC=1C=C(C=O)C=CC1O (3-ethoxy-4-hydroxybenzaldehyde), C([O-])([O-])=O.[K+].[K+] (potassium carbonate), CN(C=O)C (N,N-dimethylformamide). Solvent: O (Water). Conditions: temperature 90 celsius, time 2 hour. The product is C(C)OC=1C=C(C=O)C=CC1OCC=1N=C(OC1C)C=1OC=CC1 (3-ethoxy-4-[[2-(2-furyl)-5-methyl-1,3-oxazol-4-yl]methoxy]benzaldehyde). Isolated yield 69.2%. As a reaction SMILES: Cl[CH2:2][C:3]1[N:4]=[C:5]([C:9]2[O:10][CH:11]=[CH:12][CH:13]=2)[O:6][C:7]=1[CH3:8].[CH2:14]([O:16][C:17]1[CH:18]=[C:19]([CH:22]=[CH:23][C:24]=1[OH:25])[CH:20]=[O:21])[CH3:15].C(=O)([O-])[O-].[K+].[K+].CN(C)C=O>O>[CH2:14]([O:16][C:17]1[CH:18]=[C:19]([CH:22]=[CH:23][C:24]=1[O:25][CH2:2][C:3]1[N:4]=[C:5]([C:9]2[O:10][CH:11]=[CH:12][CH:13]=2)[O:6][C:7]=1[CH3:8])[CH:20]=[O:21])[CH3:15] |f:2.3.4|. Procedure: A mixture of 4-chloromethyl-2-(2-furyl)-5-methyl-1,3-oxazole (30.0 g), 3-ethoxy-4-hydroxybenzaldehyde (22.9 g), potassium carbonate (21.01 g) and N,N-dimethylformamide (300 mL) was stirred at 90° C. for 2 hrs. Water was poured into the reaction mixture, and the precipitated crystals were collected by filtration to give 3-ethoxy-4-[[2-(2-furyl)-5-methyl-1,3-oxazol-4-yl]methoxy]benzaldehyde as brown crystals (31.20 g, yield 69%). Recrystallization from ethyl acetate-hexane gave pale-yellow needle.... The reactants are BrC=1C=C(C(=O)NC=2SC3=C(N2)C(=CC=C3C3=CC=CC=C3)OC)C=CN1 (2-bromo-N-(4-methoxy-7-phenyl-benzothiazol-2-yl)-isonicotinamide), [H-].[Na+] (sodium hydride), CO (methanol). Run in O1CCOCC1 (dioxane). The product is COC=1C=C(C(=O)NC=2SC3=C(N2)C(=CC=C3C3=CC=CC=C3)OC)C=CN1 (2-Methoxy-N-(4-methoxy-7-phenyl-benzothiazol-2-yl)-isonicotinamide). RXN SMILES: Br[C:2]1[CH:3]=[C:4]([CH:25]=[CH:26][N:27]=1)[C:5]([NH:7][C:8]1[S:9][C:10]2[C:16]([C:17]3[CH:22]=[CH:21][CH:20]=[CH:19][CH:18]=3)=[CH:15][CH:14]=[C:13]([O:23][CH3:24])[C:11]=2[N:12]=1)=[O:6].[H-].[Na+].[CH3:30][OH:31]>O1CCOCC1>[CH3:30][O:31][C:2]1[CH:3]=[C:4]([CH:25]=[CH:26][N:27]=1)[C:5]([NH:7][C:8]1[S:9][C:10]2[C:16]([C:17]3[CH:22]=[CH:21][CH:20]=[CH:19][CH:18]=3)=[CH:15][CH:14]=[C:13]([O:23][CH3:24])[C:11]=2[N:12]=1)=[O:6] |f:1.2|. Procedure details: From 2-bromo-N-(4-methoxy-7-phenyl-benzothiazol-2-yl)-isonicotinamide with sodium hydride and methanol in dioxane. ES-MS m/e (%): 392 (M+H+, 100). Starting materials: [N+](=O)([O-])C1=CC=C(C=C1)C=1N=C2N(C=CC=C2C)C1 (2-(4′-nitrophenyl)-8-methylimidazo[1,2-a]pyridine), C1=CCC=CC1 (1,4-cyclohexadiene). Reagents/catalysts: [Pd] (palladium). Solvent: C(C)O (ethanol). The product is NC1=CC=C(C=C1)C=1N=C2N(C=CC=C2C)C1 (2-(4′-aminophenyl)-8-methylimidazo[1,2-a]pyridine). Yield: 54.4%. Reaction SMILES: [N+:1]([C:4]1[CH:9]=[CH:8][C:7]([C:10]2[N:11]=[C:12]3[C:17]([CH3:18])=[CH:16][CH:15]=[CH:14][N:13]3[CH:19]=2)=[CH:6][CH:5]=1)([O-])=O.C1CC=CCC=1>C(O)C.[Pd]>[NH2:1][C:4]1[CH:5]=[CH:6][C:7]([C:10]2[N:11]=[C:12]3[C:17]([CH3:18])=[CH:16][CH:15]=[CH:14][N:13]3[CH:19]=2)=[CH:8][CH:9]=1. Procedure details: A mixture of the product of Step A (1.48 g) and 1,4-cyclohexadiene (6.2 mL) and palladium (10% wt on activated carbon) (1.4 g) in ethanol (100 mL) was stirred at reflux temperature for 2 hours and cooled to ambient temperature and stirred for 12 hours. The reaction mixture was filtered through a pad of celite and the celite pad rinsed with ethanol (100 mL) and methanol (100 mL). The filtrate was collected and evaporated to yield the title compound (710 mg). Reaction SMILES: [Cl-].[Ba+2:2].[Cl-].[Na+].[C:5]([NH:18][CH2:19][CH2:20][S:21]([O-:24])(=[O:23])=[O:22])(=[O:17])[CH2:6][CH2:7][CH2:8][CH2:9][CH2:10][CH2:11][CH2:12][CH2:13][CH2:14][CH2:15][CH3:16]>>[Ba:2].[C:5]([NH:18][CH2:19][CH2:20][S:21]([OH:24])(=[O:22])=[O:23])(=[O:17])[CH2:6][CH2:7][CH2:8][CH2:9][CH2:10][CH2:11][CH2:12][CH2:13][CH2:14][CH2:15][CH3:16] |f:0.1.2,3.4,5.6|. Reported procedure: Similar to the procedure described in Production Examples 1 and 2, a 5% by weight aqueous solution of barium chloride was added dropwise to a homogeneous solution of N-lauroyltaurine sodium salt. Thus, the target compound N-lauroyltaurine barium was obtained as white crystals (yield: 98.7%). The reactants are [Cl-].[Ba+2].[Cl-] (barium chloride), [Na+].C(CCCCCCCCCCC)(=O)NCCS(=O)(=O)[O-] (N-lauroyltaurine sodium salt). Isolated yield 98.7%. The product is [Ba].C(CCCCCCCCCCC)(=O)NCCS(=O)(=O)O (N-lauroyltaurine barium), crystals. Reactants: C(=O)([O-])[O-].[Na+].[Na+] (Na2CO3), NC=1N=C(C(=NC1Br)C=1C=CC(N(N1)C(C)C)=O)C1=CC=CC=C1 (6-(5-amino-6-bromo-3-phenyl-2-pyrazinyl)-2-isopropyl-3(2H)-pyridazinone), C1(=CC=CC=C1)B(O)O (phenylboronic acid). The reagents and catalysts are C=1C=CC(=CC1)[P](C=2C=CC=CC2)(C=3C=CC=CC3)[Pd]([P](C=4C=CC=CC4)(C=5C=CC=CC5)C=6C=CC=CC6)([P](C=7C=CC=CC7)(C=8C=CC=CC8)C=9C=CC=CC9)[P](C=1C=CC=CC1)(C=1C=CC=CC1)C=1C=CC=CC1 (tetrakis(triphenylphosphine)palladium). Run in O (water), O (water), O1CCOCC1 (dioxane), CC(=O)C (acetone). Conditions: temperature 102.5 celsius, time 2 hour. The product is NC=1N=C(C(=NC1C1=CC=CC=C1)C=1C=CC(N(N1)C(C)C)=O)C1=CC=CC=C1 (6-(5-amino-3,6-diphenyl-2-pyrazinyl)-2-isopropyl-3(2H)-pyridazinone). Isolated yield 75.5%. RXN SMILES: C([O-])([O-])=O.[Na+].[Na+].[NH2:7][C:8]1[N:9]=[C:10]([C:25]2[CH:30]=[CH:29][CH:28]=[CH:27][CH:26]=2)[C:11]([C:15]2[CH:16]=[CH:17][C:18](=[O:24])[N:19]([CH:21]([CH3:23])[CH3:22])[N:20]=2)=[N:12][C:13]=1Br.[C:31]1(B(O)O)[CH:36]=[CH:35][CH:34]=[CH:33][CH:32]=1>O.O1CCOCC1.CC(C)=O.C1C=CC([P]([Pd]([P](C2C=CC=CC=2)(C2C=CC=CC=2)C2C=CC=CC=2)([P](C2C=CC=CC=2)(C2C=CC=CC=2)C2C=CC=CC=2)[P](C2C=CC=CC=2)(C2C=CC=CC=2)C2C=CC=CC=2)(C2C=CC=CC=2)C2C=CC=CC=2)=CC=1>[NH2:7][C:8]1[N:9]=[C:10]([C:25]2[CH:30]=[CH:29][CH:28]=[CH:27][CH:26]=2)[C:11]([C:15]2[CH:16]=[CH:17][C:18](=[O:24])[N:19]([CH:21]([CH3:23])[CH3:22])[N:20]=2)=[N:12][C:13]=1[C:31]1[CH:36]=[CH:35][CH:34]=[CH:33][CH:32]=1 |f:0.1.2,^1:54,56,75,94|. Reported procedure: Under nitrogen atmosphere, a solution of Na2CO3 (220 mg) in water (1.6 ml) was added to a suspension of 6-(5-amino-6-bromo-3-phenyl-2-pyrazinyl)-2-isopropyl-3(2H)-pyridazinone (200 mg), phenylboronic acid (158 mg) and tetrakis(triphenylphosphine)palladium (18 mg) in dioxane (6 ml) and the mixture was stirred at 100-105° C. for 2 hours. After addition of water (6 ml), a precipitate was collected by filtration and purified by column chromatography on silica gel eluting with a mixture of n-hexane a... The reactants are C=1C=CN=C(C1)C=2C=CC=CN2 (bipyridine), C(=O)(O)[O-].[Na+] (NaHCO3), N1N=C(C=C1)C(=O)OC (Methyl 1H-pyrazole-3-carboxylate), C(=O)([O-])[O-].[Na+].[Na+] (Na2CO3), C1(CC1)B(O)O (cyclopropylboronic acid). The reagents and catalysts are CC(=O)[O-].CC(=O)[O-].[Cu+2] (Cu(OAc)2). Solvent: ClC(C)Cl (dichloroethane), ClC(C)Cl (dichloroethane). Run at temperature 70 celsius, time 8 hour. Product: C1(CC1)N1N=C(C=C1)C(=O)OC (Methyl 1-cyclopropyl-1H-pyrazole-3-carboxylate). Reaction SMILES: [NH:1]1[CH:5]=[CH:4][C:3]([C:6]([O:8][CH3:9])=[O:7])=[N:2]1.C([O-])([O-])=O.[Na+].[Na+].[CH:16]1(B(O)O)[CH2:18][CH2:17]1.C1C=CN=C(C2C=CC=CN=2)C=1.C([O-])(O)=O.[Na+]>ClC(Cl)C.CC([O-])=O.CC([O-])=O.[Cu+2]>[CH:16]1([N:1]2[CH:5]=[CH:4][C:3]([C:6]([O:8][CH3:9])=[O:7])=[N:2]2)[CH2:18][CH2:17]1 |f:1.2.3,6.7,9.10.11|. Procedure details: Methyl 1H-pyrazole-3-carboxylate (4 g, 31.7 mmol) was dissolved in dichloroethane (160 ml). Na2CO3 (6.72 g, 63.4 mmol) and cyclopropylboronic acid (5.44 g, 63.4 mmol) were added to the solution. The resulting mixture was heated to 70° C. and a hot solution of bipyridine (4.92 g, 31.6 mmol) and Cu(OAc)2 (5.72 g, 31.6 mmol) in dichloroethane (40 ml) was added. The mixture was stirred at 70° C. under an oxygen atmosphere overnight. Saturated aqueous solution of NaHCO3 was added to the reaction mixt... Starting materials: C(C1=CC=CC=C1)O (benzyl alcohol), C(C1=CC=CC=C1)OC=1C=C(C=CC1)C1=C(C(=O)OCC2=CC=CC=C2)C=CC=C1 (benzyl 2-(3′-benzyloxyphenyl)benzoate), [H-].[H-].[H-].[H-].[Li+].[Al+3] (LiAlH4). Solvent: C1CCOC1 (THF), C1CCOC1 (THF). Run at time 1 hour. Product: C(C1=CC=CC=C1)OC=1C=C(C=CC1)C1=C(C=CC=C1)CO ((3′-benzyloxybiphenyl-2-yl)methanol). Reaction SMILES: [CH2:1]([O:8][C:9]1[CH:10]=[C:11]([C:15]2[CH:30]=[CH:29][CH:28]=[CH:27][C:16]=2[C:17](OCC2C=CC=CC=2)=[O:18])[CH:12]=[CH:13][CH:14]=1)[C:2]1[CH:7]=[CH:6][CH:5]=[CH:4][CH:3]=1.[H-].[H-].[H-].[H-].[Li+].[Al+3].C(O)C1C=CC=CC=1>C1COCC1>[CH2:1]([O:8][C:9]1[CH:10]=[C:11]([C:15]2[CH:30]=[CH:29][CH:28]=[CH:27][C:16]=2[CH2:17][OH:18])[CH:12]=[CH:13][CH:14]=1)[C:2]1[CH:3]=[CH:4][CH:5]=[CH:6][CH:7]=1 |f:1.2.3.4.5.6|. Reported procedure: A solution of benzyl 2-(3′-benzyloxyphenyl)benzoate from Step D (1.35 g, 3.42 mmol) in dry THF (20+10 mL) was added dropwise to a stirred suspension of LiAlH4 (0.26 g, 6.84 mmol) in THF (30 mL) at 0° C., under argon. Stirring was continued for 1 hour at 0° C., then the reaction was quenched with wet ether, followed by water, then aq. NH4Cl. The resulting mixture was extracted with EtOAc (2×100 mL), and the combined organic extracts were dried over Na2SO4, filtered, and concentrated under reduced...